Dataset: the Open Reaction Database (ORD), a public repository of structured organic reaction records. Task: describe an organic reaction: reactants, conditions, products, and yield Starting materials: C(C)NC(C(C)C1=CC=C(C=C1)C1CCNCC1)=O (N-Ethyl-2-(4-piperidin-4-yl-phenyl)-propionamide), BrC1=CC=C(C=C1)OCC (1-bromo-4-ethoxy-benzene), sodium tert-butyrat, C(C)(C)(C)P(C1=C(C=CC=C1)C1=CC=CC=C1)C(C)(C)C (2-(di-tert-butylphosphino)biphenyl), tris-(dibenzylidenaceton) dipalladium(0). Solvent: O1CCOCC1 (1,4-dioxane). Conditions: temperature 120 celsius, time 1.5 hour. Product: C(C)OC1=CC=C(C=C1)N1CCC(CC1)C1=CC=C(C=C1)C(C(=O)NCC)C (2-{-4-[1-(4-Ethoxy-phenyl)-piperidin-4-yl]-phenyl}-N-ethyl-propionamide). Reaction SMILES: [CH2:1]([NH:3][C:4](=[O:19])[CH:5]([C:7]1[CH:12]=[CH:11][C:10]([CH:13]2[CH2:18][CH2:17][NH:16][CH2:15][CH2:14]2)=[CH:9][CH:8]=1)[CH3:6])[CH3:2].Br[C:21]1[CH:26]=[CH:25][C:24]([O:27][CH2:28][CH3:29])=[CH:23][CH:22]=1.C(P(C(C)(C)C)C1C=CC=CC=1C1C=CC=CC=1)(C)(C)C>O1CCOCC1>[CH2:28]([O:27][C:24]1[CH:25]=[CH:26][C:21]([N:16]2[CH2:17][CH2:18][CH:13]([C:10]3[CH:11]=[CH:12][C:7]([CH:5]([CH3:6])[C:4]([NH:3][CH2:1][CH3:2])=[O:19])=[CH:8][CH:9]=3)[CH2:14][CH2:15]2)=[CH:22][CH:23]=1)[CH3:29]. Procedure: 60 mg (0.23 mmol) N-Ethyl-2-(4-piperidin-4-yl-phenyl)-propionamide (VI.1) are added to a mixture of 46 mg (0.23 mmol) 1-bromo-4-ethoxy-benzene, 91 mg (97%, 0.92 mmol) sodium tert-butyrat, 28 mg (0.09 mmol) 2-(di-tert-butylphosphino)biphenyl and 21 mg (0.02 mmol) tris-(dibenzylidenaceton)-dipalladium(0) in 1.0 mL 1,4-dioxane. The mixture is stirred for 1.5 h at 120° C. in a microwave oven. After that time, the solvent is removed in vacuo and the residue is purified by HPLC (column: Waters XBridge... Reactants: p-SiMe3, compound 10, C[Si](C1=CC=C(N)C=C1)(C)C (4-trimethylsilyl aniline), compound 12, FC(C=1C(=NC=CC1)C1=CC=C(C(=O)O)C=C1)(F)F (4-(3-trifluoromethylpyridine-2-yl)benzoic acid), compound 6, C[Si](C1=CC=C(N)C=C1)(C)C (4-trimethylsilyl aniline), FC(C=1C(=NC=CC1)C1=CC=C(C(=O)O)C=C1)(F)F (4-(3-trifluoromethylpyridine-2-yl)benzoic acid). Yields the product FC(C=1C(=NC=CC1)C1=CC=C(C(=O)NC2=CC=C(C=C2)[Si](C)(C)C)C=C1)(F)F (4-(3-(trifluoromethyl)pyridin-2-yl)-N-(4-(trimethylsilyl)phenyl)benzamide). Isolated yield 68.3%. As a reaction SMILES: [CH3:1][Si:2]([CH3:11])([CH3:10])[C:3]1[CH:9]=[CH:8][C:6]([NH2:7])=[CH:5][CH:4]=1.[F:12][C:13]([F:30])([F:29])[C:14]1[C:15]([C:20]2[CH:28]=[CH:27][C:23]([C:24](O)=[O:25])=[CH:22][CH:21]=2)=[N:16][CH:17]=[CH:18][CH:19]=1>>[F:30][C:13]([F:12])([F:29])[C:14]1[C:15]([C:20]2[CH:28]=[CH:27][C:23]([C:24]([NH:7][C:6]3[CH:8]=[CH:9][C:3]([Si:2]([CH3:11])([CH3:10])[CH3:1])=[CH:4][CH:5]=3)=[O:25])=[CH:22][CH:21]=2)=[N:16][CH:17]=[CH:18][CH:19]=1. Reported procedure: Compound A-04 can be synthesized according to method 2. Just R1 and R3 of Scheme 2 are, respectively, CF3 and p-SiMe3. namely: compound 6 is 4-trimethylsilyl aniline (compound 6a 35 mg); compound 10 is 4-(3-trifluoromethylpyridine-2-yl)benzoic acid (compound 10b); compound 12 is compound A-04 (60 mg, yield 68.3%). Reactants: NC1=C(C(=NN1C(CCC)CCCCCC)C)C(=O)N (5-amino-3-methyl-1-(4-decyl)-1H-pyrazole-4-carboxamide), COC=1C=C(C=CC1OC)CC(=O)OC (methyl 3,4-dimethoxyphenylacetate), CC(C)([O-])C.[K+] (potassium tert-butoxide), C(O)([O-])=O.[Na+] (sodium hydrogen carbonate). Solvent: ClCCl (dichloromethane). Product: COC=1C=C(CC=2NC(C3=C(N2)N(N=C3C)C(CCC)CCCCCC)=O)C=CC1OC (6-(3,4-Dimethoxy-benzyl)-1-(4-decyl)-3-methyl-1,5-dihydro-pyrazolo[3,4-d]pyrimidin-4-one). The yield is 25.9%. As a reaction SMILES: [NH2:1][C:2]1[N:6]([CH:7]([CH2:11][CH2:12][CH2:13][CH2:14][CH2:15][CH3:16])[CH2:8][CH2:9][CH3:10])[N:5]=[C:4]([CH3:17])[C:3]=1[C:18]([NH2:20])=[O:19].[CH3:21][O:22][C:23]1[CH:24]=[C:25]([CH2:31][C:32](OC)=O)[CH:26]=[CH:27][C:28]=1[O:29][CH3:30].CC(C)([O-])C.[K+].C(=O)([O-])O.[Na+]>ClCCl>[CH3:21][O:22][C:23]1[CH:24]=[C:25]([CH:26]=[CH:27][C:28]=1[O:29][CH3:30])[CH2:31][C:32]1[NH:20][C:18](=[O:19])[C:3]2[C:4]([CH3:17])=[N:5][N:6]([CH:7]([CH2:11][CH2:12][CH2:13][CH2:14][CH2:15][CH3:16])[CH2:8][CH2:9][CH3:10])[C:2]=2[N:1]=1 |f:2.3,4.5|. Procedure details: 6 mg (0.021 mmol) of 5-amino-3-methyl-1-(4-decyl)-1H-pyrazole-4-carboxamide and 20 mg (0.095 mmol) of methyl 3,4-dimethoxyphenylacetate are refluxed for 6 hours in 0.3 ml of a 0.5M ethanolic potassium tert-butoxide solution. After dichloromethane and saturated aqueous sodium hydrogen carbonate solution have been added, the phases are separated. Purification by chromatography gives 2.4 mg (26%) of a solid, Rf=0.66 (dichloromethane/methanol=15:1).